From a dataset of the Open Reaction Database (ORD), a public repository of structured organic reaction records. describe an organic reaction: reactants, conditions, products, and yield Reactants: O (Water), BrC1=C(N=CS1)C(=O)OCC (ethyl 5-bromo-1,3-thiazole-4-carboxylate), C(CCC)[Sn](C=1SC=CN1)(CCCC)CCCC (2-(tributylstannyl)-1,3-thiazole). Reagents/catalysts: Cl[Pd]([P](C1=CC=CC=C1)(C2=CC=CC=C2)C3=CC=CC=C3)([P](C4=CC=CC=C4)(C5=CC=CC=C5)C6=CC=CC=C6)Cl (PdCl2(PPh3)2). The solvent is C1(=CC=CC=C1)C (toluene). Yields the product S1C(=NC=C1)C1=C(N=CS1)C(=O)OCC (ethyl 2,5′-bi-1,3-thiazole-4′-carboxylate). Reaction SMILES: Br[C:2]1[S:6][CH:5]=[N:4][C:3]=1[C:7]([O:9][CH2:10][CH3:11])=[O:8].C([Sn](CCCC)(CCCC)[C:17]1[S:18][CH:19]=[CH:20][N:21]=1)CCC.O>C1(C)C=CC=CC=1.Cl[Pd](Cl)([P](C1C=CC=CC=1)(C1C=CC=CC=1)C1C=CC=CC=1)[P](C1C=CC=CC=1)(C1C=CC=CC=1)C1C=CC=CC=1>[S:18]1[CH:19]=[CH:20][N:21]=[C:17]1[C:2]1[S:6][CH:5]=[N:4][C:3]=1[C:7]([O:9][CH2:10][CH3:11])=[O:8] |^1:40,59|. Reported procedure: To a solution of ethyl 5-bromo-1,3-thiazole-4-carboxylate in toluene were added 2-(tributylstannyl)-1,3-thiazole and PdCl2(PPh3)2, followed by heating under reflux for 6 hours. Water was added thereto and the aqueous layer was extracted with EtOAc. The organic layer was dried over MgSO4, filtered, and concentrated under reduced pressure. The residue was purified by medium-pressure preparative liquid chromatography (silica gel, YAMAZEN YFLC WPrep2XY, hexane: EtOAc) to obtain ethyl 2,5′-bi-1,3-thi... Starting materials: C(C1=CC=CC=C1)NC1=C(C=C(C(=C1)N1C=NC=C1)[N+](=O)[O-])C(F)(F)F (N-benzyl-5-(1H-imidazol-1-yl)-4-nitro-2-(trifluoromethyl)aniline), O.O.[Sn](Cl)(Cl)(Cl)Cl (tin chloride dihydrate). Solvent: C(C)O (ethanol). Product: C(C1=CC=CC=C1)NC1=C(C=C(C(=C1)N1C=NC=C1)N)C(F)(F)F (N-benzyl-5-(1H-imidazol-1-yl)-2-(trifluoromethyl)benzene-1,4-diamine). The yield is 96.2%. Reaction SMILES: [CH2:1]([NH:8][C:9]1[CH:14]=[C:13]([N:15]2[CH:19]=[CH:18][N:17]=[CH:16]2)[C:12]([N+:20]([O-])=O)=[CH:11][C:10]=1[C:23]([F:26])([F:25])[F:24])[C:2]1[CH:7]=[CH:6][CH:5]=[CH:4][CH:3]=1.O.O.[Sn](Cl)(Cl)(Cl)Cl>C(O)C>[CH2:1]([NH:8][C:9]1[CH:14]=[C:13]([N:15]2[CH:19]=[CH:18][N:17]=[CH:16]2)[C:12]([NH2:20])=[CH:11][C:10]=1[C:23]([F:26])([F:24])[F:25])[C:2]1[CH:3]=[CH:4][CH:5]=[CH:6][CH:7]=1 |f:1.2.3|. Procedure: A solution of N-benzyl-5-(1H-imidazol-1-yl)-4-nitro-2-(trifluoromethyl)aniline (190 mg; 0.52 mmol; 1 eq) and tin chloride dihydrate (591 mg; 2.62 mmol; 5 eq) in ethanol (2 ml) is stirred under argon at 80° C. for 4 h. Concentration, partition (ethyl acetate/aqueous sodium hydrogenocarbonate), addition of solid sodium hydrogenocarbonate to adjust the pH around 8, filtration over Celite, extraction of the cake solid with ethyl acetate, reunion of the organic phases, additional washings (aqueous am... The reactants are C(C)OC(COC1=C(C2=C(C(=NO2)C2=C(C=CC=C2)F)C=C1)Cl)=O (ethyl-2-{[7-chloro-3-(2-fluorophenyl)-1,2-benzisoxazole-6-yl]oxy}acetate), [H-].[Al+3].[Li+].[H-].[H-].[H-] (lithium aluminum hydride), O (H2O), [OH-].[Na+] (NaOH), O (H2O). Run in CCOCC (ether), CCOCC (ether). Reaction conditions: time 1 hour. The product is ClC1=C(C=CC=2C(=NOC21)C2=C(C=CC=C2)F)OCCO (2-{[7-chloro-3-(2-fluorophenyl)-1,2-benzisoxazole-6-yl]oxy}ethanol). Reaction SMILES: [H-].[Al+3].[Li+].[H-].[H-].[H-].C([O:9][C:10](=O)[CH2:11][O:12][C:13]1[CH:28]=[CH:27][C:16]2[C:17]([C:20]3[CH:25]=[CH:24][CH:23]=[CH:22][C:21]=3[F:26])=[N:18][O:19][C:15]=2[C:14]=1[Cl:29])C.O.[OH-].[Na+]>CCOCC>[Cl:29][C:14]1[C:15]2[O:19][N:18]=[C:17]([C:20]3[CH:25]=[CH:24][CH:23]=[CH:22][C:21]=3[F:26])[C:16]=2[CH:27]=[CH:28][C:13]=1[O:12][CH2:11][CH2:10][OH:9] |f:0.1.2.3.4.5,8.9|. Procedure details: To a suspension of 0.9 g lithium aluminum hydride (98%) in 100 ml anhydrous ether is added a solution of 10 g ethyl-2-{[7-chloro-3-(2-fluorophenyl)-1,2-benzisoxazole-6-yl]oxy}acetate of Example 1d in 200 ml ether containing sufficient tetrahydrofuran to effect solution. The reaction mixture is stirred for two hours at room temperature and one hour at reflux. To the reaction mixture is added 0.9 ml H2O, 0.9 ml 15% NaOH and 2.7 ml H2O. The stirred suspension is filtered and the filtrate is concent... Procedure details: A mixture of 4-((1-benzhydrylpiperidin-4-yl)methoxy)-5-chloro-2-fluorobenzoic acid (480 mg, 0.94 mmol), cyclopropylboronic acid (162 mg, 1.88 mmol), potassium phosphate (797 mg, 3.67 mmol), palladium acetate (21 mg, 0.047 mmol) and tricyclohexylphosphine tetrafluoroborate (36 mg, 0.094 mmol) in toluene (10 mL) and water (0.5 mL) was stirred under a nitrogen atmosphere at 100° C. for 18 h. The reaction mixture was cooled down, quenched with water (50 mL) and extracted with ethyl acetate (20 mL×3)... Reaction SMILES: [CH:1]([N:14]1[CH2:19][CH2:18][CH:17]([CH2:20][O:21][C:22]2[C:30](Cl)=[CH:29][C:25]([C:26]([OH:28])=[O:27])=[C:24]([F:32])[CH:23]=2)[CH2:16][CH2:15]1)([C:8]1[CH:13]=[CH:12][CH:11]=[CH:10][CH:9]=1)[C:2]1[CH:7]=[CH:6][CH:5]=[CH:4][CH:3]=1.[CH:33]1(B(O)O)[CH2:35][CH2:34]1.P([O-])([O-])([O-])=O.[K+].[K+].[K+].F[B-](F)(F)F.C1(P(C2CCCCC2)C2CCCCC2)CCCCC1>C1(C)C=CC=CC=1.O.C([O-])(=O)C.[Pd+2].C([O-])(=O)C>[CH:1]([N:14]1[CH2:19][CH2:18][CH:17]([CH2:20][O:21][C:22]2[C:30]([CH:33]3[CH2:35][CH2:34]3)=[CH:29][C:25]([C:26]([OH:28])=[O:27])=[C:24]([F:32])[CH:23]=2)[CH2:16][CH2:15]1)([C:8]1[CH:13]=[CH:12][CH:11]=[CH:10][CH:9]=1)[C:2]1[CH:7]=[CH:6][CH:5]=[CH:4][CH:3]=1 |f:2.3.4.5,6.7,10.11.12|. The product is C(C1=CC=CC=C1)(C1=CC=CC=C1)N1CCC(CC1)COC1=CC(=C(C(=O)O)C=C1C1CC1)F (4-((1-benzhydrylpiperidin-4-yl)methoxy) 5-cyclopropyl-2-fluorobenzoic acid). Solvent: C1(=CC=CC=C1)C (toluene), O (water). The reagents and catalysts are C(C)(=O)[O-].[Pd+2].C(C)(=O)[O-] (palladium acetate). Reactants: C(C1=CC=CC=C1)(C1=CC=CC=C1)N1CCC(CC1)COC1=CC(=C(C(=O)O)C=C1Cl)F (4-((1-benzhydrylpiperidin-4-yl)methoxy)-5-chloro-2-fluorobenzoic acid), C1(CC1)B(O)O (cyclopropylboronic acid), P(=O)([O-])([O-])[O-].[K+].[K+].[K+] (potassium phosphate), F[B-](F)(F)F.C1(CCCCC1)P(C1CCCCC1)C1CCCCC1 (tricyclohexylphosphine tetrafluoroborate). Reaction conditions: temperature 100 celsius, time 18 hour.